Dataset: the Open Reaction Database (ORD), a public repository of structured organic reaction records. Task: describe an organic reaction: reactants, conditions, products, and yield The reactants are C1=CC=CC=2C3=CC=CC=C3C(C12)COC(=O)N1CCOC2(C1)CCN(CC2)CC2=CC=CC=C2 (9H-fluoren-9-ylmethyl-9-(phenylmethyl)-1-oxa-4,9-diazaspiro[5.5]undecane-4-carboxylate). The solvent is C(C)O (ethanol). Run at time 3 day. The product is C1=CC=CC=2C3=CC=CC=C3C(C12)COC(=O)N1CCOC2(C1)CCNCC2 (9H-fluoren-9-ylmethyl-1-oxa-4,9-diazaspiro[5.5]undecane-4-carboxylate). Yield: 61.4%. RXN SMILES: [CH:1]1[C:13]2[CH:12]([CH2:14][O:15][C:16]([N:18]3[CH2:23][C:22]4([CH2:28][CH2:27][N:26](CC5C=CC=CC=5)[CH2:25][CH2:24]4)[O:21][CH2:20][CH2:19]3)=[O:17])[C:11]3[C:6](=[CH:7][CH:8]=[CH:9][CH:10]=3)[C:5]=2[CH:4]=[CH:3][CH:2]=1>C(O)C>[CH:10]1[C:11]2[CH:12]([CH2:14][O:15][C:16]([N:18]3[CH2:23][C:22]4([CH2:28][CH2:27][NH:26][CH2:25][CH2:24]4)[O:21][CH2:20][CH2:19]3)=[O:17])[C:13]3[C:5](=[CH:4][CH:3]=[CH:2][CH:1]=3)[C:6]=2[CH:7]=[CH:8][CH:9]=1. Procedure details: To a solution of compound 403 (1.43 g, 3.05 mmol) in ethanol (27 mL) was added palladium hydroxide, 20 wt % pd (dry basis) on carbon, wet (1.51 g, 2.15 mmol), followed by hydrochloric acid (0.10 mL). The sealed glass tube was then evacuated and purged with hydrogen three times. The sealed tube was then charged with hydrogen (50 psi), and allowed to stir at room temperature for three days. HPLC showed ˜85% conversion to the desired product. After filtering the mixture through a plug of celite, th... The reactants are BrC1=CN=C(C=C1C(=O)OC)NC(=O)NCC (methyl 5-bromo-2-(3-ethylureido)isonicotinate), BrC1=CN=C(C=C1C(=O)OC)NC(=O)NCC (methyl 5-bromo-2-(3-ethylureido)isonicotinate), N (ammonia). The solvent is CO (methanol). Run at time 3 day. Product: BrC1=CN=C(C=C1C(=O)N)NC(=O)NCC (5-bromo-2-(3-ethylureido)isonicotinamide). Yield: 95.0%. RXN SMILES: [Br:1][C:2]1[C:7]([C:8](OC)=[O:9])=[CH:6][C:5]([NH:12][C:13]([NH:15][CH2:16][CH3:17])=[O:14])=[N:4][CH:3]=1.[NH3:18]>CO>[Br:1][C:2]1[C:7]([C:8]([NH2:18])=[O:9])=[CH:6][C:5]([NH:12][C:13]([NH:15][CH2:16][CH3:17])=[O:14])=[N:4][CH:3]=1. Procedure details: A solution of methyl 5-bromo-2-(3-ethylureido)isonicotinate (Intermediate 4, 261 g, 865 mmol) and 7N ammonia in methanol (1.7 L) was allowed to stir at room temperature for 3 d. The solid that precipitated was then collected by filtration, rinsed with methanol (2×500 mL), and then dried on a high vacuum pump overnight, yielding 237 g (95%) of 5-bromo-2-(3-ethylureido)isonicotinamide as a smooth white solid. The reactants are ClCCCOC1=C(C=C(C=C1)C(C)=O)OC (1-[4-(3-chloropropoxy)-3-methoxyphenyl]ethanone), FC(C(CI(CC(=O)C(F)(F)F)C1=CC=CC=C1)=O)(F)F ([bis(trifluoroacetony)iodo]benzene), O (H2O), C(F)(F)(F)C(=O)O (CF3CO2H). Solvent: CC#N (CH3CN). The product is ClCCCOC1=C(C=C(C=C1)C(CO)=O)OC (1-[4-(3-Chloropropoxy)-3-methoxyphenyl]-2-hydroxyethanone). Isolated yield 32.8%. Reaction SMILES: [Cl:1][CH2:2][CH2:3][CH2:4][O:5][C:6]1[CH:11]=[CH:10][C:9]([C:12](=[O:14])[CH3:13])=[CH:8][C:7]=1[O:15][CH3:16].FC(F)(F)C(=O)CI(C1C=CC=CC=1)CC(C(F)(F)F)=[O:24].O.C(C(O)=O)(F)(F)F>CC#N>[Cl:1][CH2:2][CH2:3][CH2:4][O:5][C:6]1[CH:11]=[CH:10][C:9]([C:12](=[O:14])[CH2:13][OH:24])=[CH:8][C:7]=1[O:15][CH3:16]. Procedure details: A solution of 1-[4-(3-chloropropoxy)-3-methoxyphenyl]ethanone (4.3 g, 17.7 mmol), [bis(trifluoroacetony)iodo]benzene (15.6 g, 36.2 mmol), H2O (18 ml), CF3CO2H (2.8 ml) and CH3CN (90 ml) was refluxed for 3 hours. The CH3CN was removed under reduced pressure and the resulting yellow liquid was partitioned between H2O and CH2Cl2. The biphasic mixture was filtered, the organic phase collected, washed with saturated NaHCO3 solution and concentrated to afford 1.5 g of an amorphous brown solid. The sol...